From a dataset of the Open Reaction Database (ORD), a public repository of structured organic reaction records. describe an organic reaction: reactants, conditions, products, and yield The reactants are FC1=CC2=C(SC=C2CC(C)C)C=C1 (5-fluoro-3-isobutyl-benzo[b]thiophene), ClS(=O)(=O)O (chlorosulfonic acid). Solvent: C(Cl)(Cl)Cl (chloroform). Conditions: time 3 hour. Product: FC1=CC2=C(SC(=C2CC(C)C)S(=O)(=O)Cl)C=C1 (5-Fluoro-3-isobutyl-benzo[b]thiophene-2-sulfonyl chloride). The yield is 60.5%. As a reaction SMILES: [F:1][C:2]1[CH:14]=[CH:13][C:5]2[S:6][CH:7]=[C:8]([CH2:9][CH:10]([CH3:12])[CH3:11])[C:4]=2[CH:3]=1.[Cl:15][S:16](O)(=[O:18])=[O:17]>C(Cl)(Cl)Cl>[F:1][C:2]1[CH:14]=[CH:13][C:5]2[S:6][C:7]([S:16]([Cl:15])(=[O:18])=[O:17])=[C:8]([CH2:9][CH:10]([CH3:11])[CH3:12])[C:4]=2[CH:3]=1. Procedure details: To a solution of 5-fluoro-3-isobutyl-benzo[b]thiophene 0.55 g) in chloroform (10 ml) was added chlorosulfonic acid (1.54 g), and the resulting mixture was stirred at rt for 3 h, quenched with ice/water, and extracted with methylene chloride. The organic phases were washed with water and aqueous sodium bicarbonate solution, dried and concentrated. The residue was chromatographed on silica gel using heptane/ethyl acetate as eluent to obtain the title compound (0.49 g) as a colorless oil. MS (EI): ... Reactants: NC=1C=CC(=C(C#N)C1)Br (5-amino-2-bromobenzonitrile), C1(CCCCC1)P(C1CCCCC1)C1CCCCC1 (tricyclohexylphosphine), C1(CC1)B(O)O (cyclopropylboronic acid), C(=O)([O-])[O-].[Cs+].[Cs+] (Cs2CO3). The reagents and catalysts are CC(=O)[O-].CC(=O)[O-].[Pd+2] (Pd(OAc)2). Run in O (water), C1(=CC=CC=C1)C (Toluene). Run at temperature 110 celsius. Yields the product NC=1C=CC(=C(C#N)C1)C1CC1 (5-amino-2-cyclopropylbenzonitrile). Reaction SMILES: [NH2:1][C:2]1[CH:3]=[CH:4][C:5](Br)=[C:6]([CH:9]=1)[C:7]#[N:8].[CH:11]1(B(O)O)[CH2:13][CH2:12]1.C([O-])([O-])=O.[Cs+].[Cs+].C1(P(C2CCCCC2)C2CCCCC2)CCCCC1>CC([O-])=O.CC([O-])=O.[Pd+2].O.C1(C)C=CC=CC=1>[NH2:1][C:2]1[CH:3]=[CH:4][C:5]([CH:11]2[CH2:13][CH2:12]2)=[C:6]([CH:9]=1)[C:7]#[N:8] |f:2.3.4,6.7.8|. Procedure: 5-amino-2-bromobenzonitrile (5.0 g, 25.4 mmol), cyclopropylboronic acid (4.36 g, 50.8 mmol), Cs2CO3 (49.62 g, 152.3 mmol), and tricyclohexylphosphine (2.85 g, 10.2 mmol) were weighed out and added to a large reaction tube with magnetic stir bar. Toluene (120 mL) and water (40 mL) were added, and the reaction was subjected to vigorous sub-surface nitrogen sparging. Pd(OAc)2 (1.14 g, 5.1 mmol) was weighed out and added, the tube was sealed under nitrogen, and the reaction was heated overnight at 1... The reactants are C[C@]12CC[C@@]3([C@@H]([C@H]2CC[C@@H]2[C@]4(CC=C(C([C@@H]4CC[C@@]12C)(C)C)C1=CC=C(C(=O)OC(C)(C)C)C=C1)C)[C@@H](CC3)C(=C)C)CNCCCN3CCOCC3 (tert-butyl 4-((1R,3aS,5aR,5bR,7aR,11aS,11bR,13aR,13bR)-5a,5b,8,8,11a-pentamethyl-3a-((3-morpholinopropylamino)methyl)-1-(prop-1-en-2-yl)-2,3,3a,4,5,5a,5b,6,7,7a,8,11,11a,11b,12,13,13a,13b-octadecahydro-1H-cyclopenta[a]chrysen-9-yl)benzoate), C(=O)(C(F)(F)F)O (TFA). Solvent: C(Cl)Cl (DCM). Run at time 3 hour. The product is C[C@]12CC[C@@]3([C@@H]([C@H]2CC[C@@H]2[C@]4(CC=C(C([C@@H]4CC[C@@]12C)(C)C)C1=CC=C(C(=O)O)C=C1)C)[C@@H](CC3)C(=C)C)CNCCCN3CCOCC3 (4-((1R,3aS,5aR,5bR,7aR,11aS,11bR,13aR,13bR)-5a,5b,8,8,11a-pentamethyl-3a-((3-morpholinopropylamino)methyl)-1-(prop-1-en-2-yl)-2,3,3a,4,5,5a,5b,6,7,7a,8,11,11a,11b,12,13,13a,13b-octadecahydro-1H-cyclopenta[a]chrysen-9-yl)benzoic acid). The yield is 56.8%. As a reaction SMILES: [CH3:1][C@:2]12[C@@:19]3([CH3:20])[C@@H:10]([C@:11]4([CH3:36])[C@@H:16]([CH2:17][CH2:18]3)[C:15]([CH3:22])([CH3:21])[C:14]([C:23]3[CH:35]=[CH:34][C:26]([C:27]([O:29]C(C)(C)C)=[O:28])=[CH:25][CH:24]=3)=[CH:13][CH2:12]4)[CH2:9][CH2:8][C@@H:7]1[C@H:6]1[C@H:37]([C:40]([CH3:42])=[CH2:41])[CH2:38][CH2:39][C@:5]1([CH2:43][NH:44][CH2:45][CH2:46][CH2:47][N:48]1[CH2:53][CH2:52][O:51][CH2:50][CH2:49]1)[CH2:4][CH2:3]2.C(O)(C(F)(F)F)=O>C(Cl)Cl>[CH3:1][C@:2]12[C@@:19]3([CH3:20])[C@@H:10]([C@:11]4([CH3:36])[C@@H:16]([CH2:17][CH2:18]3)[C:15]([CH3:21])([CH3:22])[C:14]([C:23]3[CH:35]=[CH:34][C:26]([C:27]([OH:29])=[O:28])=[CH:25][CH:24]=3)=[CH:13][CH2:12]4)[CH2:9][CH2:8][C@@H:7]1[C@H:6]1[C@H:37]([C:40]([CH3:42])=[CH2:41])[CH2:38][CH2:39][C@:5]1([CH2:43][NH:44][CH2:45][CH2:46][CH2:47][N:48]1[CH2:49][CH2:50][O:51][CH2:52][CH2:53]1)[CH2:4][CH2:3]2. Procedure: To a solution of tert-butyl 4-((1R,3aS,5aR,5bR,7aR,11aS,11bR,13aR,13bR)-5a,5b,8,8,11a-pentamethyl-3a-((3-morpholinopropylamino)methyl)-1-(prop-1-en-2-yl)-2,3,3a,4,5,5a,5b,6,7,7a,8,11,11a,11b,12,13,13a,13b-octadecahydro-1H-cyclopenta[a]chrysen-9-yl)benzoate (69 mg, 0.095 mmol) in DCM (1 ml) was added TFA (0.4 ml, 5.19 mmol). The mixture was stirred at rt for 3 h then was concentrated under reduced pressure. The residue was purified by prep. HPLC. The fractions containing the expected product were... Reactants: ClC=1C(=NNC1)C(F)(F)F (4-Chloro-3-trifluoromethyl-1H-pyrazole), CN(C)C=O (DMF), C(=O)([O-])[O-].[K+].[K+] (K2CO3), ClCC(=O)N1CCN(CC1)C1=CC=C(C=C1)F (2-Chloro-1-[4-(4-fluoro-phenyl)-piperazin-1-yl]-ethanone). Solvent: CCCCCC.C(C)(=O)OCC (hexane ethyl acetate). Yields the product ClC=1C(=NN(C1)CC(=O)N1CCN(CC1)C1=CC=C(C=C1)F)C(F)(F)F (2-(4-Chloro-3-trifluoromethyl-pyrazol-1-yl)-1-[4-(4-fluoro-phenyl)-piperazin-1-yl]-ethanone). RXN SMILES: [Cl:1][C:2]1[C:3]([C:7]([F:10])([F:9])[F:8])=[N:4][NH:5][CH:6]=1.C([O-])([O-])=O.[K+].[K+].Cl[CH2:18][C:19]([N:21]1[CH2:26][CH2:25][N:24]([C:27]2[CH:32]=[CH:31][C:30]([F:33])=[CH:29][CH:28]=2)[CH2:23][CH2:22]1)=[O:20].CN(C=O)C>CCCCCC.C(OCC)(=O)C>[Cl:1][C:2]1[C:3]([C:7]([F:10])([F:9])[F:8])=[N:4][N:5]([CH2:18][C:19]([N:21]2[CH2:22][CH2:23][N:24]([C:27]3[CH:32]=[CH:31][C:30]([F:33])=[CH:29][CH:28]=3)[CH2:25][CH2:26]2)=[O:20])[CH:6]=1 |f:1.2.3,6.7|. Procedure: Protocol T was followed using 4-Chloro-3-trifluoromethyl-1H-pyrazole, K2CO3, 2-Chloro-1-[4-(4-fluoro-phenyl)-piperazin-1-yl]-ethanone and DMF. Column chromatography using a solvent mixture (hexane/ethyl acetate=1/1) afforded the title compound as colorless oil. 1H NMR (400 MHz, CDCl3): 7.64-7.68 (d, 1H), 6.98-7.4 (m, 2H), 6.86-6.92 (m, 2H), 6.98-7.2 (m, 1H), 5.4 (s, 2H), 3.78-3.84 (m, 2H), 3.68-3.92 (m, 2H), 3-3.1 (m, 4H). 13C NMR (400 MHz, CDCl3): 164.4, 158, 152.2, 144, 132, 118.2, 116, 54, 50... Reported procedure: 242.0 g of Methanolic ammonia [as 100% w/w by chemical assay] [Note: as chemical assay: 23.0% w/w, volume 1350.0 ml] and 30.0 g (0.183 mol) of 1,4-benzodioxan-6-carboxaldehyde were charged into a 2.0 L 4 necked round bottom flask, connect to a mechanical stirrer, thermo meter socket and condenser at 20-30° C. Stirred the mass for 20-30 min at 20-30° C. After dissolution is clear. Reaction mass was charged into a 2.0 L hydrogenator kettle at 20-30° C. 30.0 g of Raney Nickel (with Methanol dried) ... As a reaction SMILES: [NH3:1].[O:2]1[C:7]2[CH:8]=[CH:9][C:10](C=O)=[CH:11][C:6]=2[O:5][CH2:4][CH2:3]1.[H][H].[CH3:16]C(O)C.[ClH:20]>[Ni]>[ClH:20].[O:2]1[C:7]2[CH:8]=[CH:9][C:10]([NH:1][CH3:16])=[CH:11][C:6]=2[O:5][CH2:4][CH2:3]1 |f:3.4,6.7|. Isolated yield 84.1%. Conditions: temperature 25 celsius, time 25 minute. Reactants: N (ammonia), O1CCOC2=C1C=CC(=C2)C=O (1,4-benzodioxan-6-carboxaldehyde), 4, [H][H] (hydrogen), CC(C)O.Cl (IPA HCl). Yields the product Cl.O1CCOC2=C1C=CC(=C2)NC (2,3-dihydro-benzo[1,4]dioxin-6-yl-methylamine hydrochloride). Reagents/catalysts: [Ni] (Raney Nickel).